From a dataset of the Open Reaction Database (ORD), a public repository of structured organic reaction records. describe an organic reaction: reactants, conditions, products, and yield Starting materials: O (water), Cl.N1C(OC2(C3=C1N=CC=C3)CCNCC2)=O (spiro[piperidin-4,4′-pyrido[2,3-d][1,3]oxazin]-2′(1′H)-one hydrochloride), CCN(C(C)C)C(C)C (DIPEA), Cl.N1C(OC2(C3=C1N=CC=C3)CCNCC2)=O (spiro[piperidin-4,4′-pyrido[2,3-d][1,3]oxazin]-2′(1′H)-one hydrochloride), ClC1=CC(=NC(=N1)C)OC1=CC2=C(NC(O2)=O)C(=C1)C (6-(6-chloro-2-methylpyrimidin-4-yloxy)-4-methylbenzo[d]oxazol-2(3H)-one), CCN(C(C)C)C(C)C (DIPEA). Reaction conditions: temperature 60 celsius, time 8 hour. Procedure: 90 mg (0.35 mmol) spiro[piperidin-4,4′-pyrido[2,3-d][1,3]oxazin]-2′(1′H)-one hydrochloride, 90 mg (0.31 mmol) 6-(6-chloro-2-methylpyrimidin-4-yloxy)-4-methylbenzo[d]oxazol-2(3H)-one and 200 μL (1.16 mmol) DIPEA in 1.5 mL DMF were stirred overnight at RT. Another 90 mg (0.35 mmol) spiro[piperidin-4,4′-pyrido[2,3-d][1,3]oxazin]-2′(1′H)-one hydrochloride and 200 μL (1.16 mmol) DIPEA were added and the mixture was stirred for 8 h at 60° C. The reaction mixture was mixed with water and stirred overni... Yields the product CC1=CC(=CC2=C1NC(O2)=O)OC2=NC(=NC(=C2)N2CCC1(C3=C(NC(O1)=O)N=CC=C3)CC2)C (4-methyl-6-(2-methyl-6-(2′-oxo-1′.2′-dihydrospiro[piperidin-4,4′-pyrido[2,3-d][1,3]oxazin]-1-yl)pyrimidin-4-yloxy)benzo[d]oxazol-2(3H)-one). As a reaction SMILES: Cl.[NH:2]1[C:7]2[N:8]=[CH:9][CH:10]=[CH:11][C:6]=2[C:5]2([CH2:16][CH2:15][NH:14][CH2:13][CH2:12]2)[O:4][C:3]1=[O:17].Cl[C:19]1[N:24]=[C:23]([CH3:25])[N:22]=[C:21]([O:26][C:27]2[CH:36]=[C:35]([CH3:37])[C:30]3[NH:31][C:32](=[O:34])[O:33][C:29]=3[CH:28]=2)[CH:20]=1.CCN(C(C)C)C(C)C.O>CN(C=O)C.C(Cl)Cl>[CH3:37][C:35]1[C:30]2[NH:31][C:32](=[O:34])[O:33][C:29]=2[CH:28]=[C:27]([O:26][C:21]2[CH:20]=[C:19]([N:14]3[CH2:13][CH2:12][C:5]4([O:4][C:3](=[O:17])[NH:2][C:7]5[N:8]=[CH:9][CH:10]=[CH:11][C:6]4=5)[CH2:16][CH2:15]3)[N:24]=[C:23]([CH3:25])[N:22]=2)[CH:36]=1 |f:0.1|. The solvent is C(Cl)Cl (DCM), CN(C)C=O (DMF). Starting materials: BrB(Br)Br, CCOC(=O)CCc1ccc(Oc2cc(F)cc(OC)c2)cc1C, ClCCl, O. The product is CCOC(=O)CCc1ccc(Oc2cc(O)cc(F)c2)cc1C. As a reaction SMILES: [B:25]([Br:26])([Br:27])[Br:28].[CH2:1]([CH3:2])[O:3][C:4]([CH2:5][CH2:6][c:7]1[c:8]([CH3:23])[cH:9][c:10]([O:13][c:14]2[cH:15][c:16]([F:22])[cH:17][c:18]([O:20][CH3:21])[cH:19]2)[cH:11][cH:12]1)=[O:24].[Cl:30][CH2:31][Cl:32].[OH2:29]>>[CH2:1]([CH3:2])[O:3][C:4]([CH2:5][CH2:6][c:7]1[c:8]([CH3:23])[cH:9][c:10]([O:13][c:14]2[cH:15][c:16]([F:22])[cH:17][c:18]([OH:20])[cH:19]2)[cH:11][cH:12]1)=[O:24]. The reactants are COC(CN)OC (aminoacetaldehyde dimethylacetal), [BH4-].[Na+] (sodium borohydride), BrC1=CC=C(C=O)C=C1 (4-bromobenzaldehyde), O.C1(=CC=C(C=C1)S(=O)(=O)O)C (p-toluenesulfonic acid monohydrate). Solvent: C1(=CC=CC=C1)C (toluene), C(C)(=O)O (acetic acid). Conditions: time 4 hour. Yields the product BrC1=CC=C(CNCC(OC)OC)C=C1 ((4-Bromo-benzyl)-(2,2-dimethoxy-ethyl)-amine). The yield is 81.7%. As a reaction SMILES: [Br:1][C:2]1[CH:9]=[CH:8][C:5]([CH:6]=O)=[CH:4][CH:3]=1.[CH3:10][O:11][CH:12]([O:15][CH3:16])[CH2:13][NH2:14].O.C1(C)C=CC(S(O)(=O)=O)=CC=1.[BH4-].[Na+]>C1(C)C=CC=CC=1.C(O)(=O)C>[Br:1][C:2]1[CH:9]=[CH:8][C:5]([CH2:6][NH:14][CH2:13][CH:12]([O:15][CH3:16])[O:11][CH3:10])=[CH:4][CH:3]=1 |f:2.3,4.5|. Reported procedure: 50 g (270.2 mmol) 4-bromobenzaldehyde were dissolved in 200 ml of toluene and 28.4 g (270.2 mmol) aminoacetaldehyde dimethylacetal were added. After the addition of 5.1 g (27.0 mmol) p-toluenesulfonic acid monohydrate, the reaction mixture was heated under reflux in a Dean Stark apparatus. After 4 h, the reaction was cooled to room temperature and washed with saturated sodium hydrogen carbonate-solution (2×) and water. The combined aqueous layers were extracted with Toluene and the combined orga... Starting materials: C(C)(C)(C)OC(CN1C([C@H](SC2=C1C=C(C=C2)C(=O)OCC)CCCC2=CC=C(C=C2)OC)=O)=O (ethyl (2R)-4-(2-tert-butoxy-2-oxoethyl)-2-[3-(4-methoxyphenyl)propyl]-3-oxo-3,4-dihydro-2H-1,4-benzothiazine-6-carboxylate), BrC1=C(C=CC(=C1)C(=O)OCC)S[C@H](C(=O)O)CCCC1=CC=C(C=C1)OC ((2S)-2-{[2-Bromo-4-(ethoxycarbonyl)phenyl]thio}-5-(4-methoxyphenyl)pentanoic acid), CC1([C@@H]2CCC13CS(=O)(=O)N4[C@@]3(C2(Cl)Cl)O4)C ((+)-(8,8-dichlorocamphorylsulfonyl)oxaziridine). The solvent is C(C)(=O)OCC (ethyl acetate). Product: ONC(CN1C(C(SC2=C1C=C(C=C2)C(=O)O)CCCC2=CC=C(C=C2)OC)=O)=O ((−)-4-[2-(Hydroxyamino)-2-oxoethyl]-2-[3-(4-methoxyphenyl)propyl]-3-oxo-3,4-dihydro-2H-1,4-benzothiazine-6-carboxylic acid). RXN SMILES: C([O:5][C:6](=O)[CH2:7][N:8]1[C:13]2[CH:14]=[C:15]([C:18]([O:20]CC)=[O:19])[CH:16]=[CH:17][C:12]=2[S:11][C@H:10]([CH2:23][CH2:24][CH2:25][C:26]2[CH:31]=[CH:30][C:29]([O:32][CH3:33])=[CH:28][CH:27]=2)[C:9]1=[O:34])(C)(C)C.BrC1C=C(C(OCC)=O)C=CC=1S[C@@H](CCCC1C=CC(OC)=CC=1)C(O)=O.CC1(C)C23[C@@]4([O:79][N:74]4S(=O)(=O)C2)C(Cl)(Cl)[C@H]1CC3>C(OCC)(=O)C>[OH:79][NH:74][C:6](=[O:5])[CH2:7][N:8]1[C:13]2[CH:14]=[C:15]([C:18]([OH:20])=[O:19])[CH:16]=[CH:17][C:12]=2[S:11][CH:10]([CH2:23][CH2:24][CH2:25][C:26]2[CH:31]=[CH:30][C:29]([O:32][CH3:33])=[CH:28][CH:27]=2)[C:9]1=[O:34]. Procedure details: The compound of Example 14 (25% and 90% e.e.) was obtained by the same process as described in Reference Example 14, except for using the compound of Example 8, (+)-(8,8-dichlorocamphorylsulfonyl)oxaziridine and ethyl acetate as solvent. The optical purity was determined by the method described in Example 14.